From a dataset of the Open Reaction Database (ORD), a public repository of structured organic reaction records. describe an organic reaction: reactants, conditions, products, and yield Starting materials: ice water, OC1=C(C(=O)OC)C=CC(=C1)OC (methyl 2-hydroxy-4-methoxybenzoate), ClC(OC)Cl (dichloromethoxymethane). Reagents/catalysts: [Ti](Cl)(Cl)(Cl)Cl (titanium tetrachloride). Solvent: C(Cl)Cl (methylene chloride), C(Cl)Cl (methylene chloride). Reaction conditions: time 8 hour. Yields the product OC1=C(C(=O)OC)C=CC(=C1C=O)OC (methyl 2-hydroxy-3-formyl-4-methoxybenzoate). The yield is 42.4%. RXN SMILES: [OH:1][C:2]1[CH:11]=[C:10]([O:12][CH3:13])[CH:9]=[CH:8][C:3]=1[C:4]([O:6][CH3:7])=[O:5].Cl[CH:15](Cl)[O:16]C>C(Cl)Cl.[Ti](Cl)(Cl)(Cl)Cl>[OH:1][C:2]1[C:11]([CH:15]=[O:16])=[C:10]([O:12][CH3:13])[CH:9]=[CH:8][C:3]=1[C:4]([O:6][CH3:7])=[O:5]. Reported procedure: At from 0 to 5° C., a solution of 209.0 g (1.1 mol) of titanium tetrachloride in 150 ml of methylene chloride was added dropwise to a solution of 50.1 g (0.275 mol) of methyl 2-hydroxy-4-methoxybenzoate and 88 g (0.725 mol) of dichloromethoxymethane in 400 ml of methylene chloride, and the mixture was stirred at room temperature overnight. The mixture was then stirred into ice-water and extracted with methylene chloride. The combined organic phases were washed with sodium bicarbonate solution, w... The reactants are CSC1=NN2C(C(N1)=O)=CC=C2 (2-Methylsulfanyl-3H-pyrrolo[2,1-f][1,2,4]triazin-4-one), P(=O)(Cl)(Cl)Cl (Phosphoryl chloride). Run at temperature 75 celsius. The product is ClC1=NC(=NN2C1=CC=C2)SC (4-Chloro-2-methylsulfanyl-pyrrolo[2,1-f][1,2,4]triazine). As a reaction SMILES: [CH3:1][S:2][C:3]1[NH:8][C:7](=O)[C:6]2=[CH:10][CH:11]=[CH:12][N:5]2[N:4]=1.P(Cl)(Cl)([Cl:15])=O>>[Cl:15][C:7]1[C:6]2=[CH:10][CH:11]=[CH:12][N:5]2[N:4]=[C:3]([S:2][CH3:1])[N:8]=1. Procedure details: 2-Methylsulfanyl-3H-pyrrolo[2,1-f][1,2,4]triazin-4-one (23.25 g, 0.1283 mol) was dissolved in Phosphoryl chloride (114 mL, 1.22 mol) and the reaction was then heated at 75° C. until HPLC showed consumption of starting material. The mixture was reduced and the solution was poured over ice. The solid was then filtered and washed with water to afford the desired product. The product was then allowed to dry under vacuum overnight to provide 25.47 grams of 4-Chloro-2-methylsulfanyl-pyrrolo[2,1-f][1,2... The reactants are CC1=C(C(=O)C=CO1)O (maltol), [OH-].[NH4+] (ammonium hydroxide), [OH-].[NH4+] (ammonium hydroxide), product. The solvent is C(C)O (ethanol). Reaction conditions: temperature 66 celsius. Product: OC1=C(NC=CC1=O)C (3-hydroxy-2-methyl-1H-pyridin-4-one). Isolated yield 24.0%. RXN SMILES: [CH3:1][C:2]1O[CH:7]=[CH:6][C:4](=[O:5])[C:3]=1[OH:9].[OH-].[NH4+:11]>C(O)C>[OH:9][C:3]1[C:4](=[O:5])[CH:6]=[CH:7][NH:11][C:2]=1[CH3:1] |f:1.2|. Reported procedure: A 500-mL high-pressure reaction vessel equipped with a magnetic stir bar and a thermometer was charged with maltol (20 g, 0.16 mol), ethanol (40 mL) and ammonium hydroxide solution (28.0-30.0%, 35 mL, 0.52 mol). The reaction vessel was sealed and heated at 66° C. for 2.5 h. HPLC analysis (HPLC Method 1, Example 24) indicated that only 26% of product (peak percent area) was formed. Another 30 mL of conc. ammonium hydroxide (28.0-30.0%, 0.45 mol) was added, and the resulting mixture was sealed and... The reactants are ClC=1C(=NC=CC1)N1CCC(CC1)=O (N-(3-chloro-2-pyridyl)-4-piperidone), ClC=1C(=NC=CC1)N1CCC(CC1)=O (N-(3-chloro-2-pyridyl)-4-piperidone), [Si](C)(C)(C)C#N (TMS-CN), [Al+3].[Cl-].[Cl-].[Cl-] (AlCl3), CS(=O)(=O)O (methanesulfonic acid). Run in C1(=CC=CC=C1)C (toluene), O (water). Run at time 8 hour. Yields the product ClC=1C(=NC=CC1)N1CCC(CC1)(C#N)O (1-(3-chloropyridin-2-yl)-4-hydroxypiperidine-4-carbonitrile). RXN SMILES: [Cl:1][C:2]1[C:3]([N:8]2[CH2:13][CH2:12][C:11](=[O:14])[CH2:10][CH2:9]2)=[N:4][CH:5]=[CH:6][CH:7]=1.[Si]([C:19]#[N:20])(C)(C)C.[Al+3].[Cl-].[Cl-].[Cl-].CS(O)(=O)=O>C1(C)C=CC=CC=1.O>[Cl:1][C:2]1[C:3]([N:8]2[CH2:13][CH2:12][C:11]([OH:14])([C:19]#[N:20])[CH2:10][CH2:9]2)=[N:4][CH:5]=[CH:6][CH:7]=1 |f:2.3.4.5|. Procedure: A solution of N-(3-chloro-2-pyridyl)-4-piperidone (compound 21) (13 g, 62 mmol), TMS-CN (6.2 g, 62 mmol) and AlCl3 (0.1 g) in toluene (100 ml) was heated to 60° C., and stirred overnight. Then 0.1 equivalent of methanesulfonic acid was added, and the reaction mixture was heated to reflux for half an hour. After the reaction was completed, three times of water was added into the reaction solution. The reaction mixture was extracted by ethyl acetate. The organic layer was evaporated to give a crud... Reactants: CN1C(N(C=2N=C(NC2C1=O)C1=C(C=C(C=C1)O)OC)C)=O (1,3-dimethyl-8-(2-methoxy-4-hydroxy-phenyl)-1H,3H-purin-2,6-dione), [OH-].[K+] (potassium hydroxide). Product: COC1=C(C=CC(=C1)O)C1=NC2=NC(N=CC2=N1)=O (8-(2-Methoxy-4-hydroxy-phenyl)-purin-2-one). RXN SMILES: C[N:2]1[C:10](=O)[C:9]2[NH:8][C:7]([C:12]3[CH:17]=[CH:16][C:15]([OH:18])=[CH:14][C:13]=3[O:19][CH3:20])=[N:6][C:5]=2[N:4](C)[C:3]1=[O:22].[OH-].[K+]>>[CH3:20][O:19][C:13]1[CH:14]=[C:15]([OH:18])[CH:16]=[CH:17][C:12]=1[C:7]1[N:8]=[C:9]2[C:5](=[N:4][C:3](=[O:22])[N:2]=[CH:10]2)[N:6]=1 |f:1.2|. Procedure details: 1,3-dimethyl-8-(2-methoxy-4-hydroxy-phenyl)-1H,3H-purin-2,6-dione (hydrogenation in the presence equivalents of potassium hydroxide). Melting point: above 310° C. The reactants are NC1=CC=C(OC(C(=O)O)(C)C)C=C1 (2-(4-aminophenoxy)-2-methylpropionic acid), ClC=1C=C(C=C(C1)Cl)N=C=O (3,5-dichlorophenyl isocyanate), Cl (HCl), O (water). Solvent: N1=CC=CC=C1 (pyridine). Reaction conditions: time 1 hour. Product: ClC=1C=C(C=C(C1)Cl)NC(NC1=CC=C(OC(C(=O)O)(C)C)C=C1)=O (2-(4-(3,5-Dichlorophenylureido)phenoxy)-2-methylpropionic acid). RXN SMILES: [NH2:1][C:2]1[CH:14]=[CH:13][C:5]([O:6][C:7]([CH3:12])([CH3:11])[C:8]([OH:10])=[O:9])=[CH:4][CH:3]=1.[Cl:15][C:16]1[CH:17]=[C:18]([N:23]=[C:24]=[O:25])[CH:19]=[C:20]([Cl:22])[CH:21]=1.O.Cl>N1C=CC=CC=1>[Cl:15][C:16]1[CH:17]=[C:18]([NH:23][C:24](=[O:25])[NH:1][C:2]2[CH:3]=[CH:4][C:5]([O:6][C:7]([CH3:12])([CH3:11])[C:8]([OH:10])=[O:9])=[CH:13][CH:14]=2)[CH:19]=[C:20]([Cl:22])[CH:21]=1. Procedure details: To a stirring solution of 4.95 g (0.025 mole) of 2-(4-aminophenoxy)-2-methylpropionic acid in 50 ml dry pyridine, 4.95 g (0.025 mole) of 3,5-dichlorophenyl isocyanate were added. After 1 hour stirring at room temperature, 150 ml water was added and the mixture was acidified with concentrated HCl. The precipitate was filtered, washed several times with cold water and dried. Recrystallization from aqueous acetone gave small plates 1.81 g (94%) MP 182°-184°.